Dataset: the Open Reaction Database (ORD), a public repository of structured organic reaction records. Task: describe an organic reaction: reactants, conditions, products, and yield The reactants are CS(=O)(=O)OCCCn1c(=O)[nH]c2cccc(Cl)c21, CN(C)C=O, Cl, O=C(c1ccc(F)cc1)C1CCNCC1, [Na+], [Na+], O=C([O-])[O-]. Product: O=C(c1ccc(F)cc1)C1CCN(CCCn2c(=O)[nH]c3cccc(Cl)c32)CC1. RXN SMILES: [CH3:1][S:2]([O:3][CH2:6][CH2:7][CH2:8][n:9]1[c:10](=[O:19])[nH:11][c:12]2[c:13]1[c:14]([Cl:18])[cH:15][cH:16][cH:17]2)(=[O:4])=[O:5].[CH3:42][N:43]([CH3:44])[CH:45]=[O:46].[ClH:20].[F:21][c:22]1[cH:23][cH:24][c:25]([C:28](=[O:29])[CH:30]2[CH2:31][CH2:32][NH:33][CH2:34][CH2:35]2)[cH:26][cH:27]1.[Na+:36].[Na+:37].[O-:38][C:39](=[O:40])[O-:41]>>[CH2:6]([CH2:7][CH2:8][n:9]1[c:10](=[O:19])[nH:11][c:12]2[c:13]1[c:14]([Cl:18])[cH:15][cH:16][cH:17]2)[N:33]1[CH2:32][CH2:31][CH:30]([C:28]([c:25]2[cH:24][cH:23][c:22]([F:21])[cH:27][cH:26]2)=[O:29])[CH2:35][CH2:34]1.